From a dataset of the Open Reaction Database (ORD), a public repository of structured organic reaction records. describe an organic reaction: reactants, conditions, products, and yield The reactants are O.NN (hydrazine hydrate), FC(S(=O)(=O)OC1=CC=C(C=C1)C(=O)C=1C=CC2=C(CC(O2)(C)C)C1)(F)F ((4-trifluoromethylsulfonyloxyphenyl)(2,3-dihydro-2,2-dimethylbenzofuran-5-yl) ketone), C(C)(=O)O (acetic acid). The solvent is C(C)O (ethanol). The product is FC(S(=O)(=O)OC1=CC=C(C=C1)C(C=1C=CC2=C(CC(O2)(C)C)C1)=NN)(F)F ((4-trifluoromethylsulfonyloxyphenyl)(2,3-dihydro-2,2-dimethylbenzofuran-5-yl) ketone hydrazone). The yield is 96.5%. RXN SMILES: [F:1][C:2]([F:27])([F:26])[S:3]([O:6][C:7]1[CH:12]=[CH:11][C:10]([C:13]([C:15]2[CH:16]=[CH:17][C:18]3[O:22][C:21]([CH3:24])([CH3:23])[CH2:20][C:19]=3[CH:25]=2)=O)=[CH:9][CH:8]=1)(=[O:5])=[O:4].O.[NH2:29][NH2:30].C(O)(=O)C>C(O)C>[F:1][C:2]([F:27])([F:26])[S:3]([O:6][C:7]1[CH:12]=[CH:11][C:10]([C:13](=[N:29][NH2:30])[C:15]2[CH:16]=[CH:17][C:18]3[O:22][C:21]([CH3:24])([CH3:23])[CH2:20][C:19]=3[CH:25]=2)=[CH:9][CH:8]=1)(=[O:5])=[O:4] |f:1.2|. Procedure details: A mixture of 1.6 grams (0.004 mole) of (4-trifluoromethylsulfonyloxyphenyl)(2,3-dihydro-2,2-dimethylbenzofuran-5-yl) ketone in 75 mL of ethanol was stirred, and 0.6 mL (0.0121 mole) of hydrazine hydrate followed by 0.5 mL of acetic acid were both added via syringe. Upon completion of addition the reaction mixture was heated at reflux for 7 hours and then was allowed to cool to ambient temperature where it was stirred for 18 hours. The reaction mixture was concentrated under reduced pressure, and...